This data is from the Open Reaction Database (ORD), a public repository of structured organic reaction records. The task is: describe an organic reaction: reactants, conditions, products, and yield Reactants: BrC1=Cc2ccccc2C1, CC(C)(C)P(c1ccccc1-c1ccccc1)C(C)(C)C, Cc1ccccc1, COCCOC, [K+], [K+], [K+], CC(=O)[O-], CC(=O)[O-], O=P([O-])([O-])[O-], [Pd+2], c1cc[nH]c1. The product is C1=C(n2cccc2)Cc2ccccc21. RXN SMILES: [Br:9][C:10]1=[CH:18][c:17]2[c:12]([cH:13][cH:14][cH:15][cH:16]2)[CH2:11]1.[C:24]([P:25]([C:26]([CH3:27])([CH3:28])[CH3:29])[c:30]1[cH:31][cH:32][cH:33][cH:34][c:35]1-[c:36]1[cH:37][cH:38][cH:39][cH:40][cH:41]1)([CH3:42])([CH3:43])[CH3:44].[CH3:45][c:46]1[cH:47][cH:48][cH:49][cH:50][cH:51]1.[CH3:52][O:53][CH2:54][CH2:55][O:56][CH3:57].[K+:6].[K+:7].[K+:8].[O-:59][C:60]([CH3:61])=[O:62].[O-:63][C:64]([CH3:65])=[O:66].[P:1]([O-:2])([O-:3])([O-:4])=[O:5].[Pd+2:58].[nH:19]1[cH:20][cH:21][cH:22][cH:23]1>>[C:10]1([n:19]2[cH:20][cH:21][cH:22][cH:23]2)=[CH:18][c:17]2[c:12]([cH:13][cH:14][cH:15][cH:16]2)[CH2:11]1. The reactants are solid, Cl.O1COC2=C1C=CC=C2C2CCN(CC2)CC[C@@H]2CC[C@H](CC2)N (Trans-4-[2-(4-Benzo[1,3]dioxol-4-yl-piperidin-1-yl)-ethyl]-cyclohexylamine hydrochloride), Cl.O1COC2=C1C=CC=C2C2CCN(CC2)CC[C@@H]2CC[C@H](CC2)N (Trans-4-[2-(4-Benzo[1,3]dioxol-4-yl-piperidin-1-yl)-ethyl]-cyclohexylamine hydrochloride), FC(CC(=O)O)(F)F (3,3,3-trifluoropropanoic acid). Yields the product O1COC2=C1C=CC=C2C2CCN(CC2)CC[C@@H]2CC[C@H](CC2)NC(CC(F)(F)F)=O (Trans-N-{4-[2-(4-Benzo[1,3]dioxol-4-yl-piperidin-1-yl)-ethyl]-cyclohexyl}-3,3,3-trifluoro-propionamide). As a reaction SMILES: Cl.[O:2]1[C:6]2[CH:7]=[CH:8][CH:9]=[C:10]([CH:11]3[CH2:16][CH2:15][N:14]([CH2:17][CH2:18][C@H:19]4[CH2:24][CH2:23][C@H:22]([NH2:25])[CH2:21][CH2:20]4)[CH2:13][CH2:12]3)[C:5]=2[O:4][CH2:3]1.[F:26][C:27]([F:33])([F:32])[CH2:28][C:29](O)=[O:30]>>[O:2]1[C:6]2[CH:7]=[CH:8][CH:9]=[C:10]([CH:11]3[CH2:16][CH2:15][N:14]([CH2:17][CH2:18][C@H:19]4[CH2:20][CH2:21][C@H:22]([NH:25][C:29](=[O:30])[CH2:28][C:27]([F:33])([F:32])[F:26])[CH2:23][CH2:24]4)[CH2:13][CH2:12]3)[C:5]=2[O:4][CH2:3]1 |f:0.1|. Procedure: The title compound, white solid (17.4 mg, 49.4%), MS (ISP) m/z=441.0 [(M+H)+], was prepared in accordance with the general method of example 1 from Trans-4-[2-(4-Benzo[1,3]dioxol-4-yl-piperidin-1-yl)-ethyl]-cyclohexylamine hydrochloride (intermediate A) (29.4 mg, 0.080 mmol) and 3,3,3-trifluoropropanoic acid. Starting materials: C1(=CC=CC=C1)C(=NNC=1C=CC(NC1)=O)C1=CC=CC=C1 (5-(2-(Diphenylmethylene)hydrazinyl)pyridin-2(1H)-one), CC(C(CC#N)=O)(C)C (4,4-dimethyl-3-oxopentanenitrile), Cl (HCl). The product is NC1=CC(=NN1C=1C=CC(NC1)=O)C(C)(C)C (5-(5-amino-3-tert-butyl-1H-pyrazol-1-yl)pyridin-2(1H)-one). Procedure: 5-(2-(Diphenylmethylene)hydrazinyl)pyridin-2(1H)-one (950 mg, 3.29 mmol) was treated with 4,4-dimethyl-3-oxopentanenitrile (620 mg, 4.93 mmol) and 6N HCl (2.70 mL, 16.4 mmol) according to the procedure in Example 303A Step 2. Purification by flash chromatography (silica, 1-8% MeOH/DCM) afforded 5-(5-amino-3-tert-butyl-1H-pyrazol-1-yl)pyridin-2(1H)-one (46 mg, 0.20 mmol, 6%). 1H NMR (300 MHz, DMSO-d6) δ 11.65 (br s, 1H), 7.55-7.51 (m, 2H), 6.39 (d, 1H), 5.29 (s, 1H), 5.11 (s, 2H), 1.21 (s, 9H); L... Reaction SMILES: C1(C(C2C=CC=CC=2)=[N:8][NH:9][C:10]2[CH:11]=[CH:12][C:13](=[O:16])[NH:14][CH:15]=2)C=CC=CC=1.[CH3:23][C:24]([CH3:31])([CH3:30])[C:25](=O)[CH2:26][C:27]#[N:28].Cl>>[NH2:28][C:27]1[N:9]([C:10]2[CH:11]=[CH:12][C:13](=[O:16])[NH:14][CH:15]=2)[N:8]=[C:25]([C:24]([CH3:31])([CH3:30])[CH3:23])[CH:26]=1. Isolated yield 6.1%. The reactants are O[C@@H]([C@H](C)NCCOC1=C(C=C(C=C1C)C1=CC=C(C=C1)C(=O)OCC1=CC=CC=C1)C)C1=CC=C(C=C1)O (benzyl 4′-{2-[(1S,2R)-2-hydroxy-2-(4-hydroxyphenyl)-1-methylethylamino]ethoxy}-3′,5′-dimethylbiphenyl-4-carboxylate). Reagents/catalysts: [C].[Pd] (palladium-carbon). Solvent: CN(C=O)C (N,N-dimethylformamide). Conditions: time 1.5 hour. Yields the product O[C@@H]([C@H](C)NCCOC1=C(C=C(C=C1C)C1=CC=C(C=C1)C(=O)O)C)C1=CC=C(C=C1)O (4′-{2-[(1S,2R)-2-Hydroxy-2-(4-hydroxyphenyl)-1-methylethylamino]ethoxy}-3′,5′-dimethylbiphenyl-4-carboxylic acid). Isolated yield 27.9%. Reaction SMILES: [OH:1][C@H:2]([C:33]1[CH:38]=[CH:37][C:36]([OH:39])=[CH:35][CH:34]=1)[C@@H:3]([NH:5][CH2:6][CH2:7][O:8][C:9]1[C:14]([CH3:15])=[CH:13][C:12]([C:16]2[CH:21]=[CH:20][C:19]([C:22]([O:24]CC3C=CC=CC=3)=[O:23])=[CH:18][CH:17]=2)=[CH:11][C:10]=1[CH3:32])[CH3:4]>CN(C)C=O.[C].[Pd]>[OH:1][C@H:2]([C:33]1[CH:38]=[CH:37][C:36]([OH:39])=[CH:35][CH:34]=1)[C@@H:3]([NH:5][CH2:6][CH2:7][O:8][C:9]1[C:14]([CH3:15])=[CH:13][C:12]([C:16]2[CH:21]=[CH:20][C:19]([C:22]([OH:24])=[O:23])=[CH:18][CH:17]=2)=[CH:11][C:10]=1[CH3:32])[CH3:4] |f:2.3|. Procedure: A mixture of benzyl 4′-{2-[(1S,2R)-2-hydroxy-2-(4-hydroxyphenyl)-1-methylethylamino]ethoxy}-3′,5′-dimethylbiphenyl-4-carboxylate (0.108 g) and 10% palladium-carbon (50% wet, 0.05 g) in N,N-dimethylformamide (4 mL) was stirred at room temperature for 1.5 hrs under an atmosphere of hydrogen. The catalyst was removed by filtration, and the filtrate was concentrated in vacuo. Methylene chloride was added to the residue. The resulting precipitate was collected by filtration, and purified by octadecyl...